describe an organic reaction: reactants, conditions, products, and yield From a dataset of the Open Reaction Database (ORD), a public repository of structured organic reaction records. The reactants are CC(C)(C)OC(=O)Nc1ccc(Sc2ccc(C(=O)Nc3ccc(Br)cc3)cc2[N+](=O)[O-])cc1, CCO, CCOC(C)=O, [Cl-], [Fe], [NH4+], O. Yields the product CC(C)(C)OC(=O)Nc1ccc(Sc2ccc(C(=O)Nc3ccc(Br)cc3)cc2N)cc1. Reaction SMILES: [C:1]([CH3:2])([CH3:3])([CH3:4])[O:5][C:6]([NH:7][c:8]1[cH:9][cH:10][c:11]([S:14][c:15]2[c:16]([N+:31]([O-:32])=[O:33])[cH:17][c:18]([C:21]([NH:22][c:23]3[cH:24][cH:25][c:26]([Br:29])[cH:27][cH:28]3)=[O:30])[cH:19][cH:20]2)[cH:12][cH:13]1)=[O:34].[CH3:38][CH2:39][OH:40].[CH3:41][CH2:42][O:43][C:44](=[O:45])[CH3:46].[Cl-:35].[Fe:47].[NH4+:36].[OH2:37]>>[C:1]([CH3:2])([CH3:3])([CH3:4])[O:5][C:6]([NH:7][c:8]1[cH:9][cH:10][c:11]([S:14][c:15]2[c:16]([NH2:31])[cH:17][c:18]([C:21]([NH:22][c:23]3[cH:24][cH:25][c:26]([Br:29])[cH:27][cH:28]3)=[O:30])[cH:19][cH:20]2)[cH:12][cH:13]1)=[O:34]. Run at temperature 0 celsius, time 15 minute. The product is CC1=C(C(=O)OCC(C)C)C(=CC=C1)C(CC1=NC2=CC=CC=C2C=C1)OCC=1N=CNC1 (Isobutyl 2-methyl-6-(1-quinolin-2-ylmethyl-1H-imidazol-4-ylmethoxymethyl)-benzoate). Run in C1CCOC1 (THF). Reaction SMILES: [N:1]1[C:10]2[C:5](=[CH:6][CH:7]=[CH:8][CH:9]=2)[CH:4]=[CH:3][C:2]=1[CH2:11]N1C=C(CO)N=C1.[H-].[Na+].Br[CH2:22][C:23]1[CH:35]=[CH:34][CH:33]=[C:32]([CH3:36])[C:24]=1[C:25]([O:27][CH2:28][CH:29]([CH3:31])[CH3:30])=[O:26].[OH2:37].C[N:39]1[C:44](=O)[N:43](C)[CH2:42][CH2:41][CH2:40]1>C1COCC1>[CH3:36][C:32]1[CH:33]=[CH:34][CH:35]=[C:23]([CH:22]([O:37][CH2:40][C:41]2[N:39]=[CH:44][NH:43][CH:42]=2)[CH2:11][C:2]2[CH:3]=[CH:4][C:5]3[C:10](=[CH:9][CH:8]=[CH:7][CH:6]=3)[N:1]=2)[C:24]=1[C:25]([O:27][CH2:28][CH:29]([CH3:31])[CH3:30])=[O:26] |f:1.2|. Reactants: N1=C(C=CC2=CC=CC=C12)CN1C=NC(=C1)CO ((1-Quinolin-2-ylmethyl-1H-imidazol-4-yl)-methanol), CN1CCCN(C1=O)C (DMPU), O (water), [H-].[Na+] (Sodium hydride), BrCC1=C(C(=O)OCC(C)C)C(=CC=C1)C (Isobutyl 2-bromomethyl-6-methyl-benzoate). Reported procedure: (1-Quinolin-2-ylmethyl-1H-imidazol-4-yl)-methanol (350 mg, 1.46 mmol, example 87) is dissolved in 20% DMPU in THF (5 mL) and cooled to 0° C. Sodium hydride (60%, 60 mg, 1.50 mmol) is added portionwise, and the contents stirred for 15 min. Isobutyl 2-bromomethyl-6-methyl-benzoate (57%, 730 mg, 1.46 mmol, example 2) is added, the reaction is allowed to come to r.t. and stirred overnight. The contents are poured into water (200 mL) and extracted with dichloromethane (3×75 mL). The organic fractions...